Task: describe an organic reaction: reactants, conditions, products, and yield. Dataset: the Open Reaction Database (ORD), a public repository of structured organic reaction records Reported procedure: To a solution of piperidine-1,4-dicarboxylic acid mono-tert-butyl ester (9611.92 mg; 41.92 mmol; 1.08 eq.) in THF 100 ml, added 4-methyl-morpholine (14.51 ml; 131.98 mmol; 3.40 eq.), The reaction mixture was cooled to −10° C., 3-methyl-butyryl chloride (5.03 ml; 38.82 mmol; 1.00 eq.) was add dropwise and maintaining the temperature below −5° C. after stirring for 30 mins at from −5° C. to 10° C., 2-(4-Fluoro-3-trifluoromethyl-phenyl)-2-oxo-ethyl-ammonium chloride (10.00 g; 38.82 mmol; 1.00 eq.) ... Reaction conditions: temperature -10 celsius, time 20 minute. Run in C1CCOC1 (THF). Product: FC1=C(C=C(C=C1)C(CNC(=O)C1CCN(CC1)C(=O)OC(C)(C)C)=O)C(F)(F)F (tert-butyl 4-((2-(4-fluoro-3-(trifluoromethyl)phenyl)-2-oxoethyl)carbamoyl)piperidine-1-carboxylate). Starting materials: C(C)(C)(C)OC(=O)N1CCC(CC1)C(=O)O (piperidine-1,4-dicarboxylic acid mono-tert-butyl ester), CN1CCOCC1 (4-methyl-morpholine), [Cl-].FC1=C(C=C(C=C1)C(C[NH3+])=O)C(F)(F)F (2-(4-Fluoro-3-trifluoromethyl-phenyl)-2-oxo-ethyl-ammonium chloride), CC(CC(=O)Cl)C (3-methyl-butyryl chloride). As a reaction SMILES: [C:1]([O:5][C:6]([N:8]1[CH2:13][CH2:12][CH:11]([C:14]([OH:16])=O)[CH2:10][CH2:9]1)=[O:7])([CH3:4])([CH3:3])[CH3:2].CN1CCOCC1.CC(C)CC(Cl)=O.[Cl-].[F:32][C:33]1[CH:38]=[CH:37][C:36]([C:39](=[O:42])[CH2:40][NH3+:41])=[CH:35][C:34]=1[C:43]([F:46])([F:45])[F:44]>C1COCC1>[F:32][C:33]1[CH:38]=[CH:37][C:36]([C:39](=[O:42])[CH2:40][NH:41][C:14]([CH:11]2[CH2:10][CH2:9][N:8]([C:6]([O:5][C:1]([CH3:2])([CH3:3])[CH3:4])=[O:7])[CH2:13][CH2:12]2)=[O:16])=[CH:35][C:34]=1[C:43]([F:44])([F:45])[F:46] |f:3.4|. Yield: 71.5%.